describe an organic reaction: reactants, conditions, products, and yield From a dataset of the Open Reaction Database (ORD), a public repository of structured organic reaction records. The reactants are CC(=O)N1CCN(Cc2cc(-c3ccc(NC(=O)OC(C)(C)C)c(F)c3)c3c(N)ncnn23)CC1, ClCCl, O=C(O)C(F)(F)F. The product is CC(=O)N1CCN(Cc2cc(-c3ccc(N)c(F)c3)c3c(N)ncnn23)CC1. As a reaction SMILES: [C:1]([CH3:2])(=[O:3])[N:4]1[CH2:5][CH2:6][N:7]([CH2:10][c:11]2[cH:12][c:13](-[c:21]3[cH:22][c:23]([F:35])[c:24]([NH:27][C:28](=[O:29])[O:30][C:31]([CH3:32])([CH3:33])[CH3:34])[cH:25][cH:26]3)[c:14]3[c:15]([NH2:20])[n:16][cH:17][n:18][n:19]23)[CH2:8][CH2:9]1.[Cl:43][CH2:44][Cl:45].[F:36][C:37]([F:38])([F:39])[C:40]([OH:41])=[O:42]>>[C:1]([CH3:2])(=[O:3])[N:4]1[CH2:5][CH2:6][N:7]([CH2:10][c:11]2[cH:12][c:13](-[c:21]3[cH:22][c:23]([F:35])[c:24]([NH2:27])[cH:25][cH:26]3)[c:14]3[c:15]([NH2:20])[n:16][cH:17][n:18][n:19]23)[CH2:8][CH2:9]1. Starting materials: ClC1=CC(=C(C=C1)O)OC (4-chloro-2-methoxyphenol), BrC=1C(=CC(=C(C(=O)OC)C1)F)F (methyl 5-bromo-2,4-difluorobenzoate). Product: BrC=1C(=CC(=C(C(=O)OC)C1)F)OC1=C(C=C(C=C1)Cl)OC (Methyl 5-bromo-4-(4-chloro-2-methoxyphenoxy)-2-fluorobenzoate). The yield is 41.5%. Reaction SMILES: [Cl:1][C:2]1[CH:7]=[CH:6][C:5]([OH:8])=[C:4]([O:9][CH3:10])[CH:3]=1.[Br:11][C:12]1[C:13](F)=[CH:14][C:15]([F:22])=[C:16]([CH:21]=1)[C:17]([O:19][CH3:20])=[O:18]>>[Br:11][C:12]1[C:13]([O:8][C:5]2[CH:6]=[CH:7][C:2]([Cl:1])=[CH:3][C:4]=2[O:9][CH3:10])=[CH:14][C:15]([F:22])=[C:16]([CH:21]=1)[C:17]([O:19][CH3:20])=[O:18]. Procedure: Prepared according to Preparation 3 with 4-chloro-2-methoxyphenol (0.13 mL, 1.07 mmol) and methyl 5-bromo-2,4-difluorobenzoate (Preparation 18, 255 mg, 1.02 mmol) at room temperature for 18 hours. The crude product was purified by silica gel chromatography eluting with 5% EtOAc in Heptane to afford the title compound as a white solid (0.165 g). The reactants are [NH4+].[Cl-] (NH4Cl), [H-].[Na+] (Sodium hydride), COC(=O)C1=CN(C2=CC(=CC=C12)N1CCC(CC1)O)C (6-(4-hydroxy-piperidin-1-yl)-1-methyl-1H-indole-3-carboxylic acid methyl ester), BrCC=1C(=NOC1C(C)C)C1=C(C=CC=C1Cl)Cl (4-bromomethyl-3-(2,6-dichloro-phenyl)-5-isopropyl-isoxazole). The reagents and catalysts are [I-].C(CCC)[N+](CCCC)(CCCC)CCCC (tetra-n-butylammonium iodide). The solvent is O1CCCC1 (tetrahydrofuran). Reaction conditions: time 6 hour. The product is COC(=O)C1=CN(C2=CC(=CC=C12)N1CCC(CC1)OCC=1C(=NOC1C(C)C)C1=C(C=CC=C1Cl)Cl)C (6-{4-[3-(2,6-Dichloro-phenyl)-5-isopropyl-isoxazol-4-ylmethoxy]-piperidin-1-yl}-1-methyl-1H-indole-3-carboxylic acid methyl ester). Isolated yield 19.1%. As a reaction SMILES: [H-].[Na+].[CH3:3][O:4][C:5]([C:7]1[C:15]2[C:10](=[CH:11][C:12]([N:16]3[CH2:21][CH2:20][CH:19]([OH:22])[CH2:18][CH2:17]3)=[CH:13][CH:14]=2)[N:9]([CH3:23])[CH:8]=1)=[O:6].Br[CH2:25][C:26]1[C:27]([C:34]2[C:39]([Cl:40])=[CH:38][CH:37]=[CH:36][C:35]=2[Cl:41])=[N:28][O:29][C:30]=1[CH:31]([CH3:33])[CH3:32].[NH4+].[Cl-]>[I-].C([N+](CCCC)(CCCC)CCCC)CCC.O1CCCC1>[CH3:3][O:4][C:5]([C:7]1[C:15]2[C:10](=[CH:11][C:12]([N:16]3[CH2:21][CH2:20][CH:19]([O:22][CH2:25][C:26]4[C:27]([C:34]5[C:35]([Cl:41])=[CH:36][CH:37]=[CH:38][C:39]=5[Cl:40])=[N:28][O:29][C:30]=4[CH:31]([CH3:33])[CH3:32])[CH2:18][CH2:17]3)=[CH:13][CH:14]=2)[N:9]([CH3:23])[CH:8]=1)=[O:6] |f:0.1,4.5,6.7|. Procedure details: Sodium hydride (60%, 93 mg, 1.2 equiv, 2.3 mmole) is added at room temperature under nitrogen atmosphere to a solution of 6-(4-hydroxy-piperidin-1-yl)-1-methyl-1H-indole-3-carboxylic acid methyl ester (557 mg, 1.00 equiv, 1.93 mmole), tetra-n-butylammonium iodide (73 mg, 0.1 equiv, 193 μmoles) and 4-bromomethyl-3-(2,6-dichloro-phenyl)-5-isopropyl-isoxazole (674 mg, 1 equiv, 1.93 mmole) in anhydrous tetrahydrofuran (6 mL). The reaction mixture is stirred for 6 h. Aqueous saturated NH4Cl is added ... Reactants: C(C)C1=CC=C(C=C1)C1=CC=C(S1)[C@]1(CCN(CCS1(=O)=O)S(=O)(=O)CCC)CC(=O)OC(C)(C)C (tert-butyl 2-[(S)-7-[5-(4-ethylphenyl)-2-thienyl]-1,1-dioxoperhydro-4-propanesulfonyl-1,4-thiazepin-7-yl]acetate). Solvent: C(=O)O (formic acid). Yields the product C(C)C1=CC=C(C=C1)C1=CC=C(S1)[C@]1(CCN(CCS1(=O)=O)S(=O)(=O)CCC)CC(=O)O (((S)-7-[5-(4-ethylphenyl)-2-thienyl]-1,1-dioxoperhydro-4-propanesulfonyl-1,4-thiazepin-7-yl]acetic acid). Isolated yield 108.9%. Reaction SMILES: [CH2:1]([C:3]1[CH:8]=[CH:7][C:6]([C:9]2[S:13][C:12]([C@:14]3([CH2:29][C:30]([O:32]C(C)(C)C)=[O:31])[S:20](=[O:22])(=[O:21])[CH2:19][CH2:18][N:17]([S:23]([CH2:26][CH2:27][CH3:28])(=[O:25])=[O:24])[CH2:16][CH2:15]3)=[CH:11][CH:10]=2)=[CH:5][CH:4]=1)[CH3:2]>C(O)=O>[CH2:1]([C:3]1[CH:4]=[CH:5][C:6]([C:9]2[S:13][C:12]([C@:14]3([CH2:29][C:30]([OH:32])=[O:31])[S:20](=[O:21])(=[O:22])[CH2:19][CH2:18][N:17]([S:23]([CH2:26][CH2:27][CH3:28])(=[O:25])=[O:24])[CH2:16][CH2:15]3)=[CH:11][CH:10]=2)=[CH:7][CH:8]=1)[CH3:2]. Procedure: A solution of tert-butyl 2-[(S)-7-[5-(4-ethylphenyl)-2-thienyl]-1,1-dioxoperhydro-4-propanesulfonyl-1,4-thiazepin-7-yl]acetate (4.70 g) in formic acid (50 ml) was stirred for 2 hours at room temperature. The volatile was removed in vacuo and three evaporation from chloroform (30 ml) afforded 2-[((S)-7-[5-(4-ethylphenyl)-2-thienyl]-1,1-dioxoperhydro-4-propanesulfonyl-1,4-thiazepin-7-yl]acetic acid (4.60 g) as a pale yellow solid. Starting materials: CC(C)(C)OC(=O)N(N)C(=O)c1ccccc1, CC(=O)O, CCOC(C)=O, O=C1CCC(=O)N1Cl. Yields the product CC(C)(C)OC(=O)N(NCl)C(=O)c1ccccc1. RXN SMILES: [C:1]([CH3:2])([CH3:3])([CH3:4])[O:5][C:6](=[O:7])[N:8]([NH2:9])[C:10]([c:11]1[cH:12][cH:13][cH:14][cH:15][cH:16]1)=[O:17].[CH3:26][C:27](=[O:28])[OH:29].[CH3:30][CH2:31][O:32][C:33](=[O:34])[CH3:35].[Cl:18][N:19]1[C:20](=[O:21])[CH2:22][CH2:23][C:24]1=[O:25]>>[C:1]([CH3:2])([CH3:3])([CH3:4])[O:5][C:6](=[O:7])[N:8]([NH:9][Cl:18])[C:10]([c:11]1[cH:12][cH:13][cH:14][cH:15][cH:16]1)=[O:17]. The reactants are [OH-].[Na+] (sodium hydroxide), C(CCC)[Sn](C#CC)(CCCC)CCCC (Tributyl-l-propynylstannane), tetrakis-(triphenylphosphine)palladium (0), COC1=CC=C(C=N1)CNC1=NC=CC=C1C(=O)NC1=CC(=C(C=C1)Br)C(F)(F)F (2-[(6-Methoxypyrid-3-yl)methylamino]-N-[4-bromo-3-(trifluoromethyl)phenyl]-3-pyridinecarboxamide). Solvent: C1(=CC=CC=C1)C (toluene). Reaction conditions: temperature 100 celsius. Product: COC1=CC=C(C=N1)CNC1=NC=CC=C1C(=O)NC1=CC(=C(C=C1)C#CC)C(F)(F)F (2-[(6-Methoxypyrid-3-yl)methylamino]-N-[4-propynyl-3-(trifluoromethyl)phenyl]-3-pyridinecarboxamide). Reaction SMILES: [CH3:1][O:2][C:3]1[N:8]=[CH:7][C:6]([CH2:9][NH:10][C:11]2[C:16]([C:17]([NH:19][C:20]3[CH:25]=[CH:24][C:23](Br)=[C:22]([C:27]([F:30])([F:29])[F:28])[CH:21]=3)=[O:18])=[CH:15][CH:14]=[CH:13][N:12]=2)=[CH:5][CH:4]=1.[CH2:31]([Sn](CCCC)(CCCC)C#CC)[CH2:32][CH2:33]C.[OH-].[Na+]>C1(C)C=CC=CC=1>[CH3:1][O:2][C:3]1[N:8]=[CH:7][C:6]([CH2:9][NH:10][C:11]2[C:16]([C:17]([NH:19][C:20]3[CH:25]=[CH:24][C:23]([C:31]#[C:32][CH3:33])=[C:22]([C:27]([F:30])([F:29])[F:28])[CH:21]=3)=[O:18])=[CH:15][CH:14]=[CH:13][N:12]=2)=[CH:5][CH:4]=1 |f:2.3|. Reported procedure: A stirred solution of 2-[(6-Methoxypyrid-3-yl)methylamino]-N-[4-bromo-3-(trifluoromethyl)phenyl]-3-pyridinecarboxamide (Example 24; 0.96 g, 2.0 mmol) in dry toluene (50 mL) is purged with argon for 20 minutes at 40° C. Tributyl-l-propynylstannane (1.0 g, 2.4 mmol) and tetrakis-(triphenylphosphine)palladium (0) (60 mg) are then added and the resulting mixture is heated at 100° C. for 30 hours under an argon atmosphere. The mixture is then cooled, treated with an aqueous solution of sodium hydroxi... Reactants: O=C1CC(CCC1)C(C(=O)OCC)C(=O)OCC (1,3-diethyl 2-(3-oxocyclohexyl)propanedioate), [Cl-].[Na+] (sodium chloride), CS(=O)C (DMSO). The solvent is O (water), O (water). Reaction conditions: temperature 180 celsius. Product: O=C1CC(CCC1)CC(=O)OCC (ethyl 2-(3-oxocyclohexyl)acetate). The yield is 110.8%. Reaction SMILES: [O:1]=[C:2]1[CH2:7][CH2:6][CH2:5][CH:4]([CH:8](C(OCC)=O)[C:9]([O:11][CH2:12][CH3:13])=[O:10])[CH2:3]1.[Cl-].[Na+].CS(C)=O>O>[O:1]=[C:2]1[CH2:7][CH2:6][CH2:5][CH:4]([CH2:8][C:9]([O:11][CH2:12][CH3:13])=[O:10])[CH2:3]1 |f:1.2|. Reported procedure: A solution of 1,3-diethyl 2-(3-oxocyclohexyl)propanedioate (28.50 g, 111.20 mmol, 1.00 equiv) and sodium chloride (7.02 g, 1.10 equiv) in a mixture of water (4 mL)/DMSO (80 mL) was heated for 24 h at 180° C. in an oil bath. After cooled down to r.t, the reaction was then diluted with water, extracted with 3×300 mL of ethyl acetate. The organic layers were combined, washed with water and brine, dried over anhydrous sodium sulfate and concentrated under vacuum to give ethyl 2-(3-oxocyclohexyl)acet... Starting materials: mineral oil, [H-].[Na+] (sodium hydride), ClCCN1CCCC1 (1-(2-chloroethyl)pyrrolidine), ice, O (water), OC1=CC=C(C=C1)C1C2=CC(=CC=C2C2=CC=C3C(=C12)C=CC=C3)OC (11-(4-hydroxyphenyl)-9-methoxy-11H-benzo[a]fluorene). The solvent is CN(C=O)C (dimethylformamide). Run at temperature 60 celsius, time 3 hour. The product is COC1=CC=C2C3=CC=C4C(=C3C(C2=C1)C1=CC=C(C=C1)OCCN1CCCC1)C=CC=C4 (9-methoxy-11-[4-(2-pyrrolidin-1-ylethoxy)phenyl]-11H-benzo[a]fluorene). As a reaction SMILES: [OH:1][C:2]1[CH:7]=[CH:6][C:5]([CH:8]2[C:20]3[C:15](=[CH:16][CH:17]=[C:18]4[CH:24]=[CH:23][CH:22]=[CH:21][C:19]4=3)[C:14]3[C:9]2=[CH:10][C:11]([O:25][CH3:26])=[CH:12][CH:13]=3)=[CH:4][CH:3]=1.[H-].[Na+].Cl[CH2:30][CH2:31][N:32]1[CH2:36][CH2:35][CH2:34][CH2:33]1.O>CN(C)C=O>[CH3:26][O:25][C:11]1[CH:10]=[C:9]2[C:14]([C:15]3[C:20]([CH:8]2[C:5]2[CH:4]=[CH:3][C:2]([O:1][CH2:30][CH2:31][N:32]4[CH2:36][CH2:35][CH2:34][CH2:33]4)=[CH:7][CH:6]=2)=[C:19]2[CH:21]=[CH:22][CH:23]=[CH:24][C:18]2=[CH:17][CH:16]=3)=[CH:13][CH:12]=1 |f:1.2|. Procedure details: A 7 g portion of the compound of Example 1 was dissolved in 100 ml of dry dimethylformamide, and to it was added 1.05 g of 50% mineral oil dispersion of sodium hydride and 4 g of 1-(2-chloroethyl)pyrrolidine. The mixture was then stirred at 60° C. for 3 hours and cooled. It was then poured over 500 ml of ice and water, and the mixture was extracted 3 times with 250 ml portions of ethyl acetate. The organic extract was washed with two 50 ml portions of brine, dried and concentrated under vacuum. ... The reactants are O1CCOCC1 (dioxane), ClC(=O)OCC=C (allyl chloroformate), N[C@@]1([C@@H]2[C@H]([C@@H]2CC1)C(=O)O)C(=O)O ((1S,2S,5R,6S)-2-Amino-bicyclo[3.1.0]hexane-2,6-dicarboxylic acid). The solvent is O (water), C([O-])(O)=O.[Na+] (sodium bicarbonate). Conditions: time 8 hour. Product: C(C=C)OC(=O)N[C@@]1([C@@H]2[C@H]([C@@H]2CC1)C(=O)O)C(=O)O ((1S,2S,5R,6S)-2-Allyloxycarbonylamino-bicyclo[3.1.0]hexane-2,6-dicarboxylic acid). Yield: 67.3%. Reaction SMILES: [NH2:1][C@@:2]1([C:11]([OH:13])=[O:12])[CH2:7][CH2:6][C@@H:5]2[C@H:3]1[C@H:4]2[C:8]([OH:10])=[O:9].O1CCOCC1.Cl[C:21]([O:23][CH2:24][CH:25]=[CH2:26])=[O:22]>C(=O)(O)[O-].[Na+].O>[CH2:24]([O:23][C:21]([NH:1][C@@:2]1([C:11]([OH:13])=[O:12])[CH2:7][CH2:6][C@@H:5]2[C@H:3]1[C@H:4]2[C:8]([OH:10])=[O:9])=[O:22])[CH:25]=[CH2:26] |f:3.4|. Procedure: (1S,2S,5R,6S)-2-Amino-bicyclo[3.1.0]hexane-2,6-dicarboxylic acid (15.0 g, 73.9 mmol) was slowly dissolved in 250 mL of saturated sodium bicarbonate. After complete solution, dioxane (100 mL) and allyl chloroformate (15.7 mL, 147.8 mmol) were added at room temperature and the mixture was stirred overnight. The reaction mixture was diluted with water (100 mL) and washed with three portions of ethyl acetate. The organic layer was extracted once with saturated sodium bicarbonate. The combined aqueou...